This data is from the Open Reaction Database (ORD), a public repository of structured organic reaction records. The task is: describe an organic reaction: reactants, conditions, products, and yield Reactants: FC=1C=C(CC2=CN=C(S2)N)C=CC1 (5-(3-fluoro-benzyl)-thiazol-2-ylamine), COCCBr (2-bromoethyl methyl ether). Yields the product FC=1C=C(CC2=CN(C(S2)=N)CCOC)C=CC1 (5-(3-fluoro-benzyl)-3-(2-methoxyethyl)-3H-thiazol-2-ylidene-amine). Reported procedure: A mixture of 5-(3-fluoro-benzyl)-thiazol-2-ylamine (330 mg, 1.59 mmol) and 2-bromoethyl methyl ether (0.50 mL, 5.34 mmol) was processed according to the method of Example 43A to afford the title compound: MS (LC/MS) m/z 267 (M+H)+. RXN SMILES: [F:1][C:2]1[CH:3]=[C:4]([CH:12]=[CH:13][CH:14]=1)[CH2:5][C:6]1[S:10][C:9]([NH2:11])=[N:8][CH:7]=1.[CH3:15][O:16][CH2:17][CH2:18]Br>>[F:1][C:2]1[CH:3]=[C:4]([CH:12]=[CH:13][CH:14]=1)[CH2:5][C:6]1[S:10][C:9](=[NH:11])[N:8]([CH2:18][CH2:17][O:16][CH3:15])[CH:7]=1.